From a dataset of the Open Reaction Database (ORD), a public repository of structured organic reaction records. describe an organic reaction: reactants, conditions, products, and yield Starting materials: OC1=NC=CC=C1 (hydroxy-pyridine), C([O-])([O-])=O.[K+].[K+] (potassium carbonate), BrCC(=O)OCC (ethyl bromoacetate). Run in CC(=O)C (acetone). Product: COC(C[C@H]1OCCC1)=O ((S)-(tetrahydro-furan-2-yl)-acetic acid methyl ester). Reaction SMILES: [OH:1][C:2]1[CH:7]=[CH:6][CH:5]=[CH:4]N=1.[C:8](=[O:11])([O-])[O-:9].[K+].[K+].Br[CH2:15]C(OCC)=O>CC(C)=O>[CH3:15][O:9][C:8](=[O:11])[CH2:4][C@@H:5]1[CH2:6][CH2:7][CH2:2][O:1]1 |f:1.2.3|. Reported procedure: To a stirred solution of crude hydroxy-pyridine 21c (4.92 g, 21.1 mmol) in acetone is added potassium carbonate (4.36 g, 31.6 mmol) and ethyl bromoacetate (3.5 mL, 31.6 mmol). The mixture is refluxed for 1 h, then quenched with water and extracted with EtOAc. The combined organic layers are washed with brine, dried (Na2SO4), filtered and concentrated to provide crude ester 21d, which is used as such in the next step. The reactants are COc1ccc(C(=O)OC(C(=O)O)(C(=O)c2ccc(OC)cc2)C(O)C(=O)O)cc1, CCN=C=NCCCN(C)C, CCOCCn1c(N2CCCN(CCC3(c4ccccc4)CCNC3)CC2)nc2ccccc21, CCOC(C)=O, CS(=O)(=O)c1ccc(-n2cnnn2)cc1C(=O)O, CCN(C(C)C)C(C)C, ClCCl, Cl, Cl, O, On1nnc2ccccc21, OCCC1(c2ccccc2)CCNC1. The product is CCOCCn1c(N2CCCN(CCC3(c4ccccc4)CCN(C(=O)c4cc(-n5cnnn5)ccc4S(C)(=O)=O)C3)CC2)nc2ccccc21. As a reaction SMILES: [C:36]([O:37][C:38]([C:39](=[O:40])[c:41]1[cH:42][cH:43][c:44]([O:45][CH3:46])[cH:47][cH:48]1)([CH:49]([C:50]([OH:51])=[O:52])[OH:53])[C:54]([OH:55])=[O:56])(=[O:57])[c:58]1[cH:59][cH:60][c:61]([O:62][CH3:63])[cH:64][cH:65]1.[CH2:119]([N:120]=[C:121]=[N:122][CH2:123][CH2:124][CH2:125][N:126]([CH3:127])[CH3:128])[CH3:129].[CH2:2]([CH3:3])[O:4][CH2:5][CH2:6][n:7]1[c:8]([N:16]2[CH2:17][CH2:18][N:19]([CH2:23][CH2:24][C:25]3([c:30]4[cH:31][cH:32][cH:33][cH:34][cH:35]4)[CH2:26][NH:27][CH2:28][CH2:29]3)[CH2:20][CH2:21][CH2:22]2)[n:9][c:10]2[c:11]1[cH:12][cH:13][cH:14][cH:15]2.[CH3:130][CH2:131][O:132][C:133](=[O:134])[CH3:135].[CH3:80][S:81](=[O:82])(=[O:83])[c:84]1[c:85]([C:86](=[O:87])[OH:88])[cH:89][c:90](-[n:93]2[n:94][n:95][n:96][cH:97]2)[cH:91][cH:92]1.[CH:109]([N:110]([CH2:111][CH3:112])[CH:113]([CH3:114])[CH3:115])([CH3:116])[CH3:117].[Cl:136][CH2:137][Cl:138].[ClH:118].[ClH:1].[OH2:98].[OH:99][n:100]1[c:101]2[cH:102][cH:103][cH:104][cH:105][c:106]2[n:107][n:108]1.[c:66]1([C:67]2([CH2:68][CH2:69][OH:70])[CH2:71][CH2:72][NH:73][CH2:74]2)[cH:75][cH:76][cH:77][cH:78][cH:79]1>>[CH2:2]([CH3:3])[O:4][CH2:5][CH2:6][n:7]1[c:8]([N:16]2[CH2:17][CH2:18][N:19]([CH2:23][CH2:24][C:25]3([c:30]4[cH:31][cH:32][cH:33][cH:34][cH:35]4)[CH2:26][N:27]([C:86]([c:85]4[c:84]([S:81]([CH3:80])(=[O:82])=[O:83])[cH:92][cH:91][c:90](-[n:93]5[n:94][n:95][n:96][cH:97]5)[cH:89]4)=[O:87])[CH2:28][CH2:29]3)[CH2:20][CH2:21][CH2:22]2)[n:9][c:10]2[c:11]1[cH:12][cH:13][cH:14][cH:15]2. Reactants: N(=[N+]=[N-])C1CCC=2N(C3=CC=CC=C3C2CC(=O)OCCC)C1 (propyl (7-azido-6,7,8,9-tetrahydropyrido[1,2-α]indol-10-yl)acetate), C1(=CC=CC=C1)C(C)(C#C)O (2-phenylbut-3-yn-2-ol). Yields the product OC(C)(C1=CC=CC=C1)C=1N=NN(C1)C1CCC=2N(C3=CC=CC=C3C2CC(=O)O)C1 ({7-[4-(1-Hydroxy-1-phenyl-ethyl)-[1,2,3]triazol-1-yl]-6,7,8,9-tetrahydropyrido[1,2-α]indol-10-yl}-acetic acid). Reaction SMILES: [N:1]([CH:4]1[CH2:23][N:8]2[C:9]3[C:14]([C:15]([CH2:16][C:17]([O:19]CCC)=[O:18])=[C:7]2[CH2:6][CH2:5]1)=[CH:13][CH:12]=[CH:11][CH:10]=3)=[N+:2]=[N-:3].[C:24]1([C:30]([OH:34])([C:32]#[CH:33])[CH3:31])[CH:29]=[CH:28][CH:27]=[CH:26][CH:25]=1>>[OH:34][C:30]([C:32]1[N:3]=[N:2][N:1]([CH:4]2[CH2:23][N:8]3[C:9]4[C:14]([C:15]([CH2:16][C:17]([OH:19])=[O:18])=[C:7]3[CH2:6][CH2:5]2)=[CH:13][CH:12]=[CH:11][CH:10]=4)[CH:33]=1)([C:24]1[CH:29]=[CH:28][CH:27]=[CH:26][CH:25]=1)[CH3:31]. Procedure: The title compound was prepared using procedures described in EXAMPLE 1 from propyl (7-azido-6,7,8,9-tetrahydropyrido[1,2-α]indol-10-yl)acetate and 2-phenylbut-3-yn-2-ol. MS (+ESI) m/z: 417.1. Reactants: [BH4-].[Li+] (Lithium Borohydride), CC1=C(C(CCC1)(C)C)/C=C/C(=C/C=C/C(=C/C=O)/C)/C (retinal), Cl (hydrochloric acid). The reagents and catalysts are [Ti](Cl)(Cl)(Cl)Cl (titanium tetrachloride). Solvent: O1CCCC1 (tetrahydrofuran). Conditions: time 2 hour. Yields the product CC1=C(C(CCC1)(C)C)/C=C/C(=C/C=C/C(=C/C=C/C=C(/C=C/C=C(/C=C/C2=C(CCCC2(C)C)C)\C)\C)/C)/C (beta-carotene). Yield: 59.6%. Reaction SMILES: [BH4-].[Li+].[CH3:3][C:4]1[CH2:9][CH2:8][CH2:7][C:6]([CH3:11])([CH3:10])[C:5]=1/[CH:12]=[CH:13]/[C:14](/[CH3:23])=[CH:15]/[CH:16]=[CH:17]/[C:18](/[CH3:22])=[CH:19]/[CH:20]=O.Cl>O1CCCC1.[Ti](Cl)(Cl)(Cl)Cl>[CH3:3][C:4]1[CH2:9][CH2:8][CH2:7][C:6]([CH3:11])([CH3:10])[C:5]=1/[CH:12]=[CH:13]/[C:14](/[CH3:23])=[CH:15]/[CH:16]=[CH:17]/[C:18](/[CH3:22])=[CH:19]/[CH:20]=[CH:20]/[CH:19]=[C:18](\[CH3:22])/[CH:17]=[CH:16]/[CH:15]=[C:14](\[CH3:23])/[CH:13]=[CH:12]/[C:5]1[C:6]([CH3:11])([CH3:10])[CH2:7][CH2:8][CH2:9][C:4]=1[CH3:3] |f:0.1|. Procedure: A solution was prepared by dissolving titanium tetrachloride (1.10 ml, 10.0 mmol) in 25 ml dry tetrahydrofuran under an inert atmosphere. Lithium Borohydride (110 mg, 5.0 mmol) was added, and the resulting solution was stirred at 50° for two hours. A solution of retinal (1.42 gm, 5.0 mmol) 5 ml dry tetrahydrofuran was added, and the reaction was refluxed for four hours. After this, the solution was poured into 50 ml 2 N aqueous hydrochloric acid, and was extracted several times with ether. The e... The reactants are CC1=C(C=CC=C1)NC1=NC2=CC=CC=C2C(=N1)Cl (2-(2-methylphenylamino)-4-chloroquinazoline), CN (methylamine). Run in C(C)O (ethanol). The product is Cl.CC1=C(C=CC=C1)NC1=NC2=CC=CC=C2C(=N1)NC (2-(2-methylphenylamino)-4-methylaminoquinazoline hydrochloride). Yield: 8.9%. Reaction SMILES: [CH3:1][C:2]1[CH:7]=[CH:6][CH:5]=[CH:4][C:3]=1[NH:8][C:9]1[N:18]=[C:17]([Cl:19])[C:16]2[C:11](=[CH:12][CH:13]=[CH:14][CH:15]=2)[N:10]=1.[CH3:20][NH2:21]>C(O)C>[ClH:19].[CH3:1][C:2]1[CH:7]=[CH:6][CH:5]=[CH:4][C:3]=1[NH:8][C:9]1[N:18]=[C:17]([NH:21][CH3:20])[C:16]2[C:11](=[CH:12][CH:13]=[CH:14][CH:15]=2)[N:10]=1 |f:3.4|. Procedure details: 2-(2-methylphenylamino)-4-chloroquinazoline (2 g, 0.0065 mol) and methylamine in ethanol (33%, 30 ml) were placed in a pressure vessel and heated for 4 hours at 140°. After cooling, the reaction mixture was evaporated to dryness. The residue afforded crystals of 2-(2-methylphenylamino)-4-methylaminoquinazoline hydrochloride (0.29 g, 8.9%) from ethanolic hydrogen chloride, m.p. 275°-279°. Reactants: CCn1cc(C(=O)OCCCO)c(=O)c2cc(Br)cnc21, CC(C)OC(=O)N=NC(=O)OC(C)C, C1CCOC1, O=P(O)(OCc1ccccc1)OCc1ccccc1, c1ccc(P(c2ccccc2)c2ccccc2)cc1. Yields the product CCn1cc(C(=O)OCCCOP(=O)(OCc2ccccc2)OCc2ccccc2)c(=O)c2cc(Br)cnc21. RXN SMILES: [Br:1][c:2]1[cH:3][c:4]2[c:5](=[O:21])[c:6]([C:14](=[O:15])[O:16][CH2:17][CH2:18][CH2:19][OH:20])[cH:7][n:8]([CH2:12][CH3:13])[c:9]2[n:10][cH:11]1.[O:60]=[C:61]([O:62][CH:63]([CH3:64])[CH3:65])[N:66]=[N:67][C:68]([O:69][CH:70]([CH3:71])[CH3:72])=[O:73].[O:74]1[CH2:75][CH2:76][CH2:77][CH2:78]1.[P:22](=[O:23])([O:24][CH2:25][c:26]1[cH:27][cH:28][cH:29][cH:30][cH:31]1)([O:32][CH2:33][c:34]1[cH:35][cH:36][cH:37][cH:38][cH:39]1)[OH:40].[c:41]1([P:42]([c:43]2[cH:44][cH:45][cH:46][cH:47][cH:48]2)[c:49]2[cH:50][cH:51][cH:52][cH:53][cH:54]2)[cH:55][cH:56][cH:57][cH:58][cH:59]1>>[Br:1][c:2]1[cH:3][c:4]2[c:5](=[O:21])[c:6]([C:14](=[O:15])[O:16][CH2:17][CH2:18][CH2:19][O:20][P:22](=[O:23])([O:24][CH2:25][c:26]3[cH:27][cH:28][cH:29][cH:30][cH:31]3)[O:32][CH2:33][c:34]3[cH:35][cH:36][cH:37][cH:38][cH:39]3)[cH:7][n:8]([CH2:12][CH3:13])[c:9]2[n:10][cH:11]1. Reaction conditions: temperature -30 celsius, time 1 hour. Product: COC1=CC=C(C2=C1N=C(S2)NC(=O)C=2N(C(=NC2)CN(C)CCOC)C)N2CCOCC2 (2-{[(2-Methoxy-ethyl)-methyl-amino]-methyl}-3-methyl-3H-imidazole-4-carboxylic acid (4-methoxy-7-morpholin-4-yl-benzothiazol-2-yl)-amide). Reported procedure: To a solution of 4-methoxy-7-morpholin-4-yl-benzothiazol-2-ylamine (220 mg, 0.83 mmol) in dry tetrahydrofurane (10 ml) at −70° C. is slowly added a solution of tert.butyllithium (1.1 ml of a 1.5 M solution in pentane corresponding to 1.65 mmol) and the remaining suspension slowly warmed to about −30° C. At this time, a solution of 2-{[(2-methoxy-ethyl)-methyl-amino]-methyl}-3-methyl-3H-imidazole-4-carboxylic acid phenyl ester (252 mg, 0.83 mmol) in tetrahydrofurane (4 ml) was added and the mixtu... The reactants are C1(=CC=CC=C1)OC(=O)C=1N(C(=NC1)CN(C)CCOC)C (2-{[(2-methoxy-ethyl)-methyl-amino]-methyl}-3-methyl-3H-imidazole-4-carboxylic acid phenyl ester), [Cl-].[NH4+] (ammonium chloride), COC1=CC=C(C2=C1N=C(S2)N)N2CCOCC2 (4-methoxy-7-morpholin-4-yl-benzothiazol-2-ylamine), C(C)(C)(C)[Li] (tert.butyllithium), solution. As a reaction SMILES: [CH3:1][O:2][C:3]1[C:8]2[N:9]=[C:10]([NH2:12])[S:11][C:7]=2[C:6]([N:13]2[CH2:18][CH2:17][O:16][CH2:15][CH2:14]2)=[CH:5][CH:4]=1.C([Li])(C)(C)C.C1([O:30][C:31]([C:33]2[N:34]([CH3:45])[C:35]([CH2:38][N:39]([CH2:41][CH2:42][O:43][CH3:44])[CH3:40])=[N:36][CH:37]=2)=O)C=CC=CC=1.[Cl-].[NH4+]>O1CCCC1.CCCCC.C(OCC)(=O)C>[CH3:1][O:2][C:3]1[C:8]2[N:9]=[C:10]([NH:12][C:31]([C:33]3[N:34]([CH3:45])[C:35]([CH2:38][N:39]([CH2:41][CH2:42][O:43][CH3:44])[CH3:40])=[N:36][CH:37]=3)=[O:30])[S:11][C:7]=2[C:6]([N:13]2[CH2:18][CH2:17][O:16][CH2:15][CH2:14]2)=[CH:5][CH:4]=1 |f:3.4|. Yield: 31.0%. Solvent: O1CCCC1 (tetrahydrofurane), C(C)(=O)OCC (ethyl acetate), O1CCCC1 (tetrahydrofurane), CCCCC (pentane). Reactants: FC=1C=CC=C2CCC(CC12)=O (8-Fluoro-2-tetralone), C(CC)NCCC (dipropylamine), [BH4-].[Na+] (sodium borohydride). Product: C(CC)N(C1CC2=C(C=CC=C2CC1)F)CCC (2-Di-n-propylamino-8-fluoro-1,2,3,4-tetrahydronaphthalene). Isolated yield 33.0%. RXN SMILES: [F:1][C:2]1[CH:3]=[CH:4][CH:5]=[C:6]2[C:11]=1[CH2:10][C:9](=O)[CH2:8][CH2:7]2.[CH2:13]([NH:16][CH2:17][CH2:18][CH3:19])[CH2:14][CH3:15].[BH4-].[Na+]>>[CH2:13]([N:16]([CH2:17][CH2:18][CH3:19])[CH:9]1[CH2:8][CH2:7][C:6]2[C:11](=[C:2]([F:1])[CH:3]=[CH:4][CH:5]=2)[CH2:10]1)[CH2:14][CH3:15] |f:2.3|. Reported procedure: 8-Fluoro-2-tetralone (2.60 gm, 15.8 mMol) was reacted with dipropylamine (3.3 mL, 33 mMol) and sodium borohydride (1.5 gm) as described in Example 1 to give the title compound as a colorless oil (1.3 gm, 33%). The hydrochloride salt was formed and crystallization (ethanol/diethyl ether) gave colorless crystals (m.p.=164° C.). Starting materials: [BH4-].[Na+] (NaBH4), C(C)C1=C(C=C(C(=O)N2CCC3(OC4=C(N5C3=CC=C5)C=CC(=C4)C#N)CC2)C=C1)OC (1-(4-ethyl-3-methoxy-benzoyl)spiro[piperidine-4,4′-pyrrolo[2,1-c][1,4]benzoxazine]-7′-carbonitrile). The reagents and catalysts are O.O.O.O.O.O.Cl[Co]Cl (dichlorocobalt hexahydrate). The solvent is CO (MeOH). Conditions: time 10 minute. The product is NCC=1C=CC2=C(OC3(CCN(CC3)C(=O)C3=CC(=C(C=C3)CC)OC)C=3N2C=CC3)C1 ((7-(aminomethyl)spiro[benzo[b]pyrrolo[1,2-d][1,4]oxazine-4,4′-piperidine]-1′-yl)(4-ethyl-3-methoxyphenyl)methanone). As a reaction SMILES: [BH4-].[Na+].[CH2:3]([C:5]1[CH:32]=[CH:31][C:8]([C:9]([N:11]2[CH2:30][CH2:29][C:14]3([C:19]4=[CH:20][CH:21]=[CH:22][N:18]4[C:17]4[CH:23]=[CH:24][C:25]([C:27]#[N:28])=[CH:26][C:16]=4[O:15]3)[CH2:13][CH2:12]2)=[O:10])=[CH:7][C:6]=1[O:33][CH3:34])[CH3:4]>CO.O.O.O.O.O.O.Cl[Co]Cl>[NH2:28][CH2:27][C:25]1[CH:24]=[CH:23][C:17]2[N:18]3[CH:22]=[CH:21][CH:20]=[C:19]3[C:14]3([CH2:29][CH2:30][N:11]([C:9]([C:8]4[CH:31]=[CH:32][C:5]([CH2:3][CH3:4])=[C:6]([O:33][CH3:34])[CH:7]=4)=[O:10])[CH2:12][CH2:13]3)[O:15][C:16]=2[CH:26]=1 |f:0.1,4.5.6.7.8.9.10|. Procedure details: NaBH4 (17.7 mg, 0.47 mmol) was slowly added to a solution of 1-(4-ethyl-3-methoxy-benzoyl)spiro[piperidine-4,4′-pyrrolo[2,1-c][1,4]benzoxazine]-7′-carbonitrile (20 mg, 0.050 mmol) and dichlorocobalt hexahydrate (22 mg, 0.090 mmol) in MeOH (1 mL) and was stirred at room temperature for 10 minutes. The reaction mixture was filtered and purified by reverse phase LC-MS (10-99% CH3CN/H2O) to yield (7-(aminomethyl)spiro[benzo[b]pyrrolo[1,2-d][1,4]oxazine-4,4′-piperidine]-1′-yl)(4-ethyl-3-methoxyphenyl... Reactants: [OH-].[Na+] (sodium hydroxide), OC1=CC(=CC2=C1C(CO2)=O)O (4,6-dihydroxy-3-benzofuranone), C(C=C(C)C)Br (Prenyl bromide). Run in CO (methanol), CO (methanol). Run at time 30 minute. Product: OC1=C(C(=CC2=C1C(CO2)=O)O)CC=C(C)C (4,6-dihydroxy-5-prenyl-3-benzofuranone), OC1=CC(=CC2=C1C(CO2)=O)O (4,6-dihydroxy-3-benzofuranone). Yield: 23.3%. As a reaction SMILES: [OH-].[Na+].[OH:3][C:4]1[C:9]2[C:10](=[O:13])[CH2:11][O:12][C:8]=2[CH:7]=[C:6]([OH:14])[CH:5]=1.[CH2:15](Br)[CH:16]=[C:17]([CH3:19])[CH3:18]>CO>[OH:3][C:4]1[C:9]2[C:10](=[O:13])[CH2:11][O:12][C:8]=2[CH:7]=[C:6]([OH:14])[C:5]=1[CH2:15][CH:16]=[C:17]([CH3:19])[CH3:18].[OH:3][C:4]1[C:9]2[C:10](=[O:13])[CH2:11][O:12][C:8]=2[CH:7]=[C:6]([OH:14])[CH:5]=1 |f:0.1|. Procedure: Aqueous sodium hydroxide (20% w/v)) (10 ml) was added to a stirred solution of 4,6-dihydroxy-3-benzofuranone (3 g, 18.1 mmol) in methanol (50 ml), the reaction mixture immediately turned to a brown color. Prenyl bromide (2.1 ml, 18.2 mmol) in methanol (10 ml) was added dropwise to the solution. After stirring for 30 minutes at room temperature, methanol was removed in vacuo, and ethyl acetate (200 ml) was added to the reaction mixture. The aqueous layer was acidified by adding dilute hydrochlori...